Dataset: the Open Reaction Database (ORD), a public repository of structured organic reaction records. Task: describe an organic reaction: reactants, conditions, products, and yield Reactants: COc1ccc2c(OCc3nnc4ccc(-c5ccc(N6CCNCC6)nc5)nn34)ccnc2c1, CC(C)(C)OC(=O)N1CCCC1COc1cnc2c(NCc3nnc4ccc(-c5cc(F)cc(F)c5)nn34)ccnc2c1. Product: Fc1cc(F)cc(-c2ccc3nnc(CNc4ccnc5cc(OCC6CCCN6)cnc45)n3n2)c1. RXN SMILES: [CH3:44][O:45][c:46]1[cH:47][c:48]2[c:49]([c:50]([O:51][CH2:52][c:53]3[n:54]4[n:55][c:56](-[c:57]5[cH:58][n:59][c:60]([N:61]6[CH2:62][CH2:63][NH:64][CH2:65][CH2:66]6)[cH:67][cH:68]5)[cH:69][cH:70][c:71]4[n:72][n:73]3)[cH:74][cH:75][n:76]2)[cH:77][cH:78]1.[F:1][c:2]1[cH:3][c:4](-[c:9]2[cH:10][cH:11][c:12]3[n:13]([n:14]2)[c:15]([CH2:18][NH:19][c:20]2[cH:21][cH:22][n:23][c:24]4[cH:25][c:26]([O:30][CH2:31][CH:32]5[N:33]([C:37]([O:38][C:39]([CH3:40])([CH3:41])[CH3:42])=[O:43])[CH2:34][CH2:35][CH2:36]5)[cH:27][n:28][c:29]24)[n:16][n:17]3)[cH:5][c:6]([F:8])[cH:7]1>>[F:1][c:2]1[cH:3][c:4](-[c:9]2[cH:10][cH:11][c:12]3[n:13]([n:14]2)[c:15]([CH2:18][NH:19][c:20]2[cH:21][cH:22][n:23][c:24]4[cH:25][c:26]([O:30][CH2:31][CH:32]5[NH:33][CH2:34][CH2:35][CH2:36]5)[cH:27][n:28][c:29]24)[n:16][n:17]3)[cH:5][c:6]([F:8])[cH:7]1. Reactants: NCCc1ccccc1, CCN=C=NCCCN(C)C, CCN(C(C)C)C(C)C, COc1ccc(C(=O)Nc2ccccc2C(=O)O)cc1Cl, CN(C)C=O. Product: COc1ccc(C(=O)Nc2ccccc2C(=O)NCCc2ccccc2)cc1Cl. Reaction SMILES: [CH2:22]([CH2:23][c:24]1[cH:25][cH:26][cH:27][cH:28][cH:29]1)[NH2:30].[CH3:40][CH2:41][N:42]=[C:43]=[N:44][CH2:45][CH2:46][CH2:47][N:48]([CH3:49])[CH3:50].[CH:31]([N:32]([CH:33]([CH3:34])[CH3:35])[CH2:36][CH3:37])([CH3:38])[CH3:39].[Cl:1][c:2]1[cH:3][c:4]([C:5](=[O:6])[NH:7][c:8]2[c:9]([C:10](=[O:11])[OH:12])[cH:13][cH:14][cH:15][cH:16]2)[cH:17][cH:18][c:19]1[O:20][CH3:21].[O:51]=[CH:52][N:53]([CH3:54])[CH3:55]>>[Cl:1][c:2]1[cH:3][c:4]([C:5](=[O:6])[NH:7][c:8]2[c:9]([C:10](=[O:12])[NH:30][CH2:22][CH2:23][c:24]3[cH:25][cH:26][cH:27][cH:28][cH:29]3)[cH:13][cH:14][cH:15][cH:16]2)[cH:17][cH:18][c:19]1[O:20][CH3:21].